Dataset: the Open Reaction Database (ORD), a public repository of structured organic reaction records. Task: describe an organic reaction: reactants, conditions, products, and yield Starting materials: O[C@@H](CC(=O)SCCNC(CCNC([C@@H](C(COP(OP(OC[C@@H]1[C@H]([C@H]([C@@H](O1)N1C=NC=2C(N)=NC=NC12)O)OP(=O)(O)O)(=O)O)(=O)O)(C)C)O)=O)=O)CCCCC ((R)-3-hydroxyoctanoyl CoA), O[C@@H](CC(=O)SCCNC(CCNC([C@@H](C(COP(OP(OC[C@@H]1[C@H]([C@H]([C@@H](O1)N1C=NC=2C(N)=NC=NC12)O)OP(=O)(O)O)(=O)O)(=O)O)(C)C)O)=O)=O)CCC1=CC=CC=C1 ((R)-3-hydroxy-5-phenylvaleryl CoA), 3-hydroxy-5-phenylvaleric acid ester. The product is OC(CC(=O)O)CCC1=CC=CC=C1 (3-hydroxy-5-phenylvaleric acid). Reaction SMILES: [OH:1][C@H](CCCCC)CC(SCCNC(=O)CCNC(=O)[C@H](O)C(C)(C)COP(O)(=O)OP(O)(=O)OC[C@H]1O[C@@H](N2C3N=CN=C(N)C=3N=C2)[C@H](O)[C@@H]1OP(O)(O)=O)=O.[OH:59][C@H:60]([CH2:112][CH2:113][C:114]1[CH:119]=[CH:118][CH:117]=[CH:116][CH:115]=1)[CH2:61][C:62](SCCNC(=O)CCNC(=O)[C@H](O)C(C)(C)COP(O)(=O)OP(O)(=O)OC[C@H]1O[C@@H](N2C3N=CN=C(N)C=3N=C2)[C@H](O)[C@@H]1OP(O)(O)=O)=[O:63]>>[OH:59][CH:60]([CH2:112][CH2:113][C:114]1[CH:119]=[CH:118][CH:117]=[CH:116][CH:115]=1)[CH2:61][C:62]([OH:63])=[O:1]. Reported procedure: The example 21 was reproduced except that (R)-3-hydroxyoctanoyl CoA was replaced by (R)-3-hydroxy-5-phenylvaleryl CoA (prepared by hydrolyzing 3-hydroxy-5-phenylvaleric acid ester obtained by a Reformatsky reaction to obtain 3-hydroxy-5-phenylvaleric acid and then by the method described in Eur. J. Biochem., 250, 432–439(1997)) to obtain colorant 10. The reactants are C1CCOC1, [Li]CCCC, COCOc1ccc(C(F)(F)F)cc1, CCCCCC, O, OO. Yields the product COCOc1ccc(C(F)(F)F)cc1O. Reaction SMILES: [CH2:22]1[O:23][CH2:24][CH2:25][CH2:26]1.[CH3:15][CH2:16][CH2:17][CH2:18][Li:19].[CH3:1][O:2][CH2:3][O:4][c:5]1[cH:6][cH:7][c:8]([C:11]([F:12])([F:13])[F:14])[cH:9][cH:10]1.[CH3:27][CH2:28][CH2:29][CH2:30][CH2:31][CH3:32].[OH2:33].[OH:20][OH:21]>>[CH3:1][O:2][CH2:3][O:4][c:5]1[c:6]([OH:20])[cH:7][c:8]([C:11]([F:12])([F:13])[F:14])[cH:9][cH:10]1. The reactants are Br.N1(CCOCC1)C(=N)N (Morpholine-4-carboxamidine hydrobromide), C(C)(C)(C)OC(=O)N1CCC(CC1)C(CC(=O)OCC)=O (4-(2-ethoxycarbonylacetyl)-piperidine-1-carboxylic acid tert-butyl ester), [N+](=[N-])=C1C(CCCCCCCCC1)C1CCCCCCCCCC1 (diazobicycloundecane). Solvent: C(C)O (ethanol). Reaction conditions: time 18 hour. The product is C(C)(C)(C)OC(=O)N1CCC(CC1)C1=NC(=NC(=C1)O)N1CCOCC1 (4-(6-hydroxy-2-morpholin-4-ylpyrimidin-4-yl)-piperidine-1-carboxylic acid tert-butyl ester). Isolated yield 32.4%. As a reaction SMILES: Br.[N:2]1([C:8]([NH2:10])=[NH:9])[CH2:7][CH2:6][O:5][CH2:4][CH2:3]1.[C:11]([O:15][C:16]([N:18]1[CH2:23][CH2:22][CH:21]([C:24](=O)[CH2:25][C:26](OCC)=[O:27])[CH2:20][CH2:19]1)=[O:17])([CH3:14])([CH3:13])[CH3:12].[N+](=C1CCCCCCCCCC1C1CCCCCCCCCC1)=[N-]>C(O)C>[C:11]([O:15][C:16]([N:18]1[CH2:19][CH2:20][CH:21]([C:24]2[CH:25]=[C:26]([OH:27])[N:10]=[C:8]([N:2]3[CH2:7][CH2:6][O:5][CH2:4][CH2:3]3)[N:9]=2)[CH2:22][CH2:23]1)=[O:17])([CH3:14])([CH3:13])[CH3:12] |f:0.1|. Procedure details: Morpholine-4-carboxamidine hydrobromide (0.267 g) and 4-(2-ethoxycarbonylacetyl)-piperidine-1-carboxylic acid tert-butyl ester (0.38 g, 1.27 mmol) were stirred in ethanol (10 mL) and diazobicycloundecane (285 μl) was added. The reaction stirred for 18 hours at room temperature. The ethanol was removed under reduced pressure and water (25 mL) was added. The solution was acidified (to pH=4) with acetic acid. The product was extracted with dichloromethane (4×30 mL). The dichloromethane was removed ... Reactants: tetramethyl tert-butyl XPhos, ClC=1C=C(C=C(C1)[N+](=O)[O-])N1CCOCC1 (4-(3-chloro-5-nitrophenyl)morpholine), C(C(C)C)(=O)N (isobutyramide), P(=O)([O-])([O-])[O-].[K+].[K+].[K+] (potassium phosphate). Reagents/catalysts: C(C)(=O)[O-].[Pd+2].C(C)(=O)[O-] (palladium (II) acetate). Run in C(C)(C)(C)O (tert-butanol). The product is O1CCN(CC1)C=1C=C(C=C(C1)[N+](=O)[O-])NC(C(C)C)=O (N-(3-morpholino-5-nitrophenyl)isobutyramide). Reaction SMILES: Cl[C:2]1[CH:3]=[C:4]([N:11]2[CH2:16][CH2:15][O:14][CH2:13][CH2:12]2)[CH:5]=[C:6]([N+:8]([O-:10])=[O:9])[CH:7]=1.[C:17]([NH2:22])(=[O:21])[CH:18]([CH3:20])[CH3:19].P([O-])([O-])([O-])=O.[K+].[K+].[K+]>C([O-])(=O)C.[Pd+2].C([O-])(=O)C.C(O)(C)(C)C>[O:14]1[CH2:15][CH2:16][N:11]([C:4]2[CH:3]=[C:2]([NH:22][C:17](=[O:21])[CH:18]([CH3:20])[CH3:19])[CH:7]=[C:6]([N+:8]([O-:10])=[O:9])[CH:5]=2)[CH2:12][CH2:13]1 |f:2.3.4.5,6.7.8|. Procedure: Prepared according to Procedure W by stirring palladium (II) acetate (0.028 g, 0.124 mmol), tetramethyl tert-butyl XPhos (0.178 g, 0.371 mmol), 4-(3-chloro-5-nitrophenyl)morpholine (0.300 g, 1.236 mmol), isobutyramide (0.129 g, 1.484 mmol), potassium phosphate (0.367 g, 1.731 mmol), and tert-butanol (3 mL) at 110° C. for 4 h. Purification by column chromatography (silica; 0-30% EtOAc in hexanes) afforded N-(3-morpholino-5-nitrophenyl)isobutyramide as an orange amorphous solid. Mass Spectrum (ESI... Reactants: BrC1=C(C=CC(=C1)[N+](=O)[O-])OC (2-bromo-1-methoxy-4-nitrobenzene), FC(C(=O)[O-])(C(F)(F)F)F.[Na+] (sodium 2,2,3,3,3-pentafluoropropanoate), material. Reagents/catalysts: [Cu]I (copper(I) iodide). The solvent is CN(C)C=O (DMF), C1(=CC=CC=C1)C (toluene). Reaction conditions: temperature 150 celsius. Yields the product COC1=C(C=C(C=C1)[N+](=O)[O-])C(C(F)(F)F)(F)F (1-methoxy-4-nitro-2-(perfluoroethyl)benzene). Reaction SMILES: Br[C:2]1[CH:7]=[C:6]([N+:8]([O-:10])=[O:9])[CH:5]=[CH:4][C:3]=1[O:11][CH3:12].[F:13][C:14]([F:22])([C:18]([F:21])([F:20])[F:19])C([O-])=O.[Na+]>CN(C=O)C.C1(C)C=CC=CC=1.[Cu]I>[CH3:12][O:11][C:3]1[CH:4]=[CH:5][C:6]([N+:8]([O-:10])=[O:9])=[CH:7][C:2]=1[C:14]([F:22])([F:13])[C:18]([F:21])([F:20])[F:19] |f:1.2|. Procedure: To a 250 mL round-bottom flask was added 2-bromo-1-methoxy-4-nitrobenzene (3.5 g, 15.08 mmol), copper(I) iodide (5.75 g, 30.2 mmol), and sodium 2,2,3,3,3-pentafluoropropanoate (5.25 g, 28.2 mmol) in DMF (75 ml) and toluene (25 ml) to give a tan suspension. The mixture was heated at 150° C. and toluene was removed by a Dean-Stark trap. The mixture was heated at 155° C. for 6 h under nitrogen, cooled and poured into 100 mL of water and 100 mL of ether, filtered through a 1-inch plug of Celite and ... Reaction SMILES: [CH3:1][O:2][C:3]1[CH:8]=[CH:7][C:6]([C:9]2[C:13]3[CH2:14][C:15]4[S:16][C:17]([C:20]5[CH:21]=[CH:22][C:23]([NH2:26])=[N:24][CH:25]=5)=[CH:18][C:19]=4[C:12]=3[NH:11][N:10]=2)=[CH:5][CH:4]=1.C([O-])([O-])=[O:28].[Cs+].[Cs+]>CN(C=O)C>[NH2:26][C:23]1[N:24]=[CH:25][C:20]([C:17]2[S:16][C:15]3[C:14](=[O:28])[C:13]4[C:9]([C:6]5[CH:7]=[CH:8][C:3]([O:2][CH3:1])=[CH:4][CH:5]=5)=[N:10][NH:11][C:12]=4[C:19]=3[CH:18]=2)=[CH:21][CH:22]=1 |f:1.2.3|. The yield is 92.0%. Procedure: A mixture of 5-[6-(4-Methoxy-phenyl)-4,7-dihydro-1-thia-4,5-diaza-cyclopenta[a]pentalen-2-yl]-pyridin-2-ylamine (0.18 g, 0.5 mmol) and Cs2CO3 (1.6 g, 5.0 mmol) in DMF (10 mL) was stirred under molecular oxygen at ambient temperature. The reaction mixture was stirred for 12 hr. Afterward, the mixture was poured into ice water, followed by aqueous wash, and evaporation of the solvent, which provided the corresponding 2-(6-Amino-pyridin-3-yl)-6-(4-methoxy-phenyl)-4H-1-thia-4,5-diaza-cyclopenta[a]pe... The product is NC1=CC=C(C=N1)C=1SC=2C(C3=C(C2C1)NN=C3C3=CC=C(C=C3)OC)=O (2-(6-Amino-pyridin-3-yl)-6-(4-methoxy-phenyl)-4H-1-thia-4,5-diaza-cyclopenta[a]pentalen-7-one). The solvent is CN(C)C=O (DMF). The reactants are COC1=CC=C(C=C1)C1=NNC2=C1CC=1SC(=CC21)C=2C=CC(=NC2)N (5-[6-(4-Methoxy-phenyl)-4,7-dihydro-1-thia-4,5-diaza-cyclopenta[a]pentalen-2-yl]-pyridin-2-ylamine), C(=O)([O-])[O-].[Cs+].[Cs+] (Cs2CO3), ice water.